From a dataset of the Open Reaction Database (ORD), a public repository of structured organic reaction records. describe an organic reaction: reactants, conditions, products, and yield Starting materials: COC1=CC=C(C=C1)N (p-anisidine), [N+](=O)([O-])C1=CC=C(C(=O)Cl)C=C1 (4-nitrobenzoic acid chloride), O (water). Solvent: N1=CC=CC=C1 (pyridine). Yields the product COC1=CC=C(C=C1)NC(C1=CC=C(C=C1)[N+](=O)[O-])=O (N-(4-methoxyphenyl)-4-nitrobenzamide). Isolated yield 73.6%. Reaction SMILES: [CH3:1][O:2][C:3]1[CH:8]=[CH:7][C:6]([NH2:9])=[CH:5][CH:4]=1.[N+:10]([C:13]1[CH:21]=[CH:20][C:16]([C:17](Cl)=[O:18])=[CH:15][CH:14]=1)([O-:12])=[O:11].O>N1C=CC=CC=1>[CH3:1][O:2][C:3]1[CH:8]=[CH:7][C:6]([NH:9][C:17](=[O:18])[C:16]2[CH:15]=[CH:14][C:13]([N+:10]([O-:12])=[O:11])=[CH:21][CH:20]=2)=[CH:5][CH:4]=1. Procedure details: 12.3 g of p-anisidine were added in small fractions to a suspension of 18.6 g of 4-nitrobenzoic acid chloride in 100 ml of pyridine and the mixture was heated for 2 hours at reflux. After returning to ambient temperature, the solution was poured into 500 ml of iced water and the precipitate formed was separated and washed with water, then dried under reduced pressure at 80° C. to obtain 20 g of N-(4-methoxyphenyl)-4-nitrobenzamide melting at 200° C.